This data is from the Open Reaction Database (ORD), a public repository of structured organic reaction records. The task is: describe an organic reaction: reactants, conditions, products, and yield Starting materials: [Br-], CC(=O)OCC1OC(c2ccc(Cl)c(Cc3ccc(O)cc3)c2)C(OC(C)=O)C(OC(C)=O)C1OC(C)=O, CCCC[N+](CCCC)(CCCC)CCCC, CC(Cl)Cl, O=[N+]([O-])O. The product is CC(=O)OCC1OC(c2ccc(Cl)c(Cc3ccc(O)c([N+](=O)[O-])c3)c2)C(OC(C)=O)C(OC(C)=O)C1OC(C)=O. RXN SMILES: [Br-:47].[C:1]([CH3:2])(=[O:3])[O:4][CH:5]1[CH:6]([CH2:34][O:35][C:36]([CH3:37])=[O:38])[O:7][CH:8]([c:19]2[cH:20][c:21]([CH2:26][c:27]3[cH:28][cH:29][c:30]([OH:33])[cH:31][cH:32]3)[c:22]([Cl:25])[cH:23][cH:24]2)[CH:9]([O:15][C:16]([CH3:17])=[O:18])[CH:10]1[O:11][C:12]([CH3:13])=[O:14].[CH2:48]([N+:49]([CH2:50][CH2:51][CH2:52][CH3:53])([CH2:54][CH2:55][CH2:56][CH3:57])[CH2:58][CH2:59][CH2:60][CH3:61])[CH2:62][CH2:63][CH3:64].[Cl:43][CH:44]([Cl:45])[CH3:46].[OH:39][N+:40]([O-:41])=[O:42]>>[C:1]([CH3:2])(=[O:3])[O:4][CH:5]1[CH:6]([CH2:34][O:35][C:36]([CH3:37])=[O:38])[O:7][CH:8]([c:19]2[cH:20][c:21]([CH2:26][c:27]3[cH:28][cH:29][c:30]([OH:33])[c:31]([N+:40](=[O:39])[O-:41])[cH:32]3)[c:22]([Cl:25])[cH:23][cH:24]2)[CH:9]([O:15][C:16]([CH3:17])=[O:18])[CH:10]1[O:11][C:12]([CH3:13])=[O:14]. Starting materials: BrC1=CC=C2C(=C1)NC(C21C(NC(CC1C1=CC(=CC=C1)Cl)=O)C(=C)C)=O (racemic (2′R,3R,4′S)-6-bromo-4′-(3-chlorophenyl)-2′-isopropenylspiro[3H-indole-3,3′-piperidine]-2,6′(1H)-dione), O (water), C1(CC1)B(O)O (cyclopropyl boronic acid), [O-]P(=O)([O-])[O-].[K+].[K+].[K+] (K3PO4). The reagents and catalysts are C=1C=CC(=CC1)[P](C=2C=CC=CC2)(C=3C=CC=CC3)[Pd]([P](C=4C=CC=CC4)(C=5C=CC=CC5)C=6C=CC=CC6)([P](C=7C=CC=CC7)(C=8C=CC=CC8)C=9C=CC=CC9)[P](C=1C=CC=CC1)(C=1C=CC=CC1)C=1C=CC=CC1 (Pd(PPh3)4). The solvent is C1(=CC=CC=C1)C (toluene). Run at time 0.5 hour. Yields the product ClC=1C=C(C=CC1)C1C2(C(NC(C1)=O)C(=C)C)C(NC1=CC(=CC=C12)C1CC1)=O (racemic (2′R,3R,4′S)-4′-(3-chlorophenyl)-6-cyclopropyl-2′-isopropenylspiro[3H-indole-3,3′-piperidine]-2,6′(1H)-dione). Isolated yield 17.5%. Reaction SMILES: Br[C:2]1[CH:7]=[C:6]2[NH:8][C:9](=[O:27])[C:10]3([CH:15]([C:16]4[CH:21]=[CH:20][CH:19]=[C:18]([Cl:22])[CH:17]=4)[CH2:14][C:13](=[O:23])[NH:12][CH:11]3[C:24]([CH3:26])=[CH2:25])[C:5]2=[CH:4][CH:3]=1.O.[CH:29]1(B(O)O)[CH2:31][CH2:30]1.[O-]P([O-])([O-])=O.[K+].[K+].[K+]>C1(C)C=CC=CC=1.C1C=CC([P]([Pd]([P](C2C=CC=CC=2)(C2C=CC=CC=2)C2C=CC=CC=2)([P](C2C=CC=CC=2)(C2C=CC=CC=2)C2C=CC=CC=2)[P](C2C=CC=CC=2)(C2C=CC=CC=2)C2C=CC=CC=2)(C2C=CC=CC=2)C2C=CC=CC=2)=CC=1>[Cl:22][C:18]1[CH:17]=[C:16]([CH:15]2[CH2:14][C:13](=[O:23])[NH:12][CH:11]([C:24]([CH3:26])=[CH2:25])[C:10]32[C:5]2[C:6](=[CH:7][C:2]([CH:29]4[CH2:31][CH2:30]4)=[CH:3][CH:4]=2)[NH:8][C:9]3=[O:27])[CH:21]=[CH:20][CH:19]=1 |f:3.4.5.6,^1:53,55,74,93|. Procedure details: Under nitrogen atmosphere, to a solution of racemic (2′R,3R,4′S)-6-bromo-4′-(3-chlorophenyl)-2′-isopropenyl-2,6′-dioxospiro[indole-3,3′-piperidine]-1-carboxyl acid tert-butyl ester (0.050 g) prepared in Example 172b in toluene (5 mL) was added water (0.1 mL), cyclopropyl boronic acid (0.020 g, 0.23 mmol), K3PO4 (0.098 g, 0.46 mmol), and Pd(PPh3)4 (0.018 g, 0.016 mmol). The mixture was irradiated at 130° C. by microwave for 0.5 h. Then cooled to room temperature and filtered through a short pad o...